This data is from the Open Reaction Database (ORD), a public repository of structured organic reaction records. The task is: describe an organic reaction: reactants, conditions, products, and yield The yield is 69.4%. As a reaction SMILES: CC1(C)CO[CH:5]([C:8]2[C:17]3[C:12](=[CH:13][CH:14]=[CH:15][CH:16]=3)[C:11]([CH:18]([OH:23])[CH2:19][CH:20]([CH3:22])[CH3:21])=[CH:10][CH:9]=2)[O:4]C1.O.Cl>C1COCC1.C([O-])(O)=O.[Na+]>[OH:23][CH:18]([C:11]1[C:12]2[C:17](=[CH:16][CH:15]=[CH:14][CH:13]=2)[C:8]([CH:5]=[O:4])=[CH:9][CH:10]=1)[CH2:19][CH:20]([CH3:22])[CH3:21] |f:4.5|. Procedure details: To a solution of 1-[4-(5,5-Dimethyl-1,3-dioxan-2-yl)-1-naphthyl]-3-methyl-1-butanol (1.76 g, 5.35 mmol) in THF (10 mL) was added water (1 mL) and conc. HCl (1 mL). The solution was stirred at room temp. for 16 hours, diluted with NaHCO3-solution (20 mL), and extracted with ether (3×30 mL). The combined organic extracts were dried and concentrated. Flash chromatography (silicagel, hexanes:ethyl acetate, 4:1) provided 900 mg (70%) colorless oil. Yields the product OC(CC(C)C)C1=CC=C(C2=CC=CC=C12)C=O (4-(1-Hydroxy-3-methylbutyl)-1-naphthaldehyde). Run in C1CCOC1 (THF), C(=O)(O)[O-].[Na+] (NaHCO3). Conditions: time 16 hour. The reactants are CC1(COC(OC1)C1=CC=C(C2=CC=CC=C12)C(CC(C)C)O)C (1-[4-(5,5-Dimethyl-1,3-dioxan-2-yl)-1-naphthyl]-3-methyl-1-butanol), O (water), Cl (HCl). As a reaction SMILES: Cl.[F:2][C:3]1[CH:17]=[CH:16][C:6]2[C:7]([CH:10]3[CH2:15][CH2:14][NH:13][CH2:12][CH2:11]3)=[N:8][O:9][C:5]=2[CH:4]=1.C([O-])([O-])=O.[K+].[K+].Br[CH2:25][CH2:26][CH2:27][O:28][C:29]1[CH:30]=[C:31]([NH:37][C:38](=[O:40])[CH3:39])[CH:32]=[CH:33][C:34]=1[O:35][CH3:36].[C:41]([OH:48])(=[O:47])/[CH:42]=[CH:43]/[C:44]([OH:46])=[O:45]>CN(C)C=O.C(#N)C.C(O)C>[C:41]([OH:48])(=[O:47])/[CH:42]=[CH:43]/[C:44]([OH:46])=[O:45].[F:2][C:3]1[CH:17]=[CH:16][C:6]2[C:7]([CH:10]3[CH2:11][CH2:12][N:13]([CH2:25][CH2:26][CH2:27][O:28][C:29]4[CH:30]=[C:31]([NH:37][C:38](=[O:40])[CH3:39])[CH:32]=[CH:33][C:34]=4[O:35][CH3:36])[CH2:14][CH2:15]3)=[N:8][O:9][C:5]=2[CH:4]=1.[F:2][C:3]1[CH:17]=[CH:16][C:6]2[C:7]([CH:10]3[CH2:11][CH2:12][N:13]([CH2:25][CH2:26][CH2:27][O:28][C:29]4[CH:30]=[C:31]([NH:37][C:38](=[O:40])[CH3:39])[CH:32]=[CH:33][C:34]=4[O:35][CH3:36])[CH2:14][CH2:15]3)=[N:8][O:9][C:5]=2[CH:4]=1 |f:0.1,2.3.4,10.11.12|. Reported procedure: A mixture of 6-fluoro-3-(4-piperidinyl)-1,2-benzisoxazole hydrochloride (3.94 g, 15.4 mmol), K2CO3 (3.67 g, 26.6 mmole), N-[3-(3-bromopropoxy)-4-methoxyphenyl]acetamide (5.56 g, 18.6 mmol) in dimethylformamide (75 ml) and acetonitrile (100 ml) was heated at 100° C. for 3 hours. At the end of the reaction, the solvent was concentrated and the mixture was extracted into dichloromethane (500 ml). The organic solution was washed with water (500 ml) and brine (400 ml), dried, then concentrated to a c... The solvent is C(C)O (ethanol), CN(C=O)C (dimethylformamide), C(C)#N (acetonitrile), C(C)O (ethanol). Yields the product C(\C=C\C(=O)O)(=O)O.FC1=CC2=C(C(=NO2)C2CCN(CC2)CCCOC=2C=C(C=CC2OC)NC(C)=O)C=C1.FC1=CC2=C(C(=NO2)C2CCN(CC2)CCCOC=2C=C(C=CC2OC)NC(C)=O)C=C1 (N-[3-[3-[4-(6-fluoro-1,2 benzisoxazol-3-yl)-1-piperidinyl]propoxy]-4-methoxyphenyl]acetamide hemifumarate). Reaction conditions: temperature 100 celsius. Reactants: C(\C=C\C(=O)O)(=O)O (fumaric acid), Cl.FC1=CC2=C(C(=NO2)C2CCNCC2)C=C1 (6-fluoro-3-(4-piperidinyl)-1,2-benzisoxazole hydrochloride), C(=O)([O-])[O-].[K+].[K+] (K2CO3), BrCCCOC=1C=C(C=CC1OC)NC(C)=O (N-[3-(3-bromopropoxy)-4-methoxyphenyl]acetamide). Starting materials: C1(CC1)N1C=C(C(C2=C(C(=C(C=C12)N1CCN(CC1)C)F)F)=O)C(=O)O (1-cyclopropyl-5,6-difluoro-7-(4-methyl-1-piperazinyl)-1,4-dihydro-4-oxoquinoline-3-carboxylic acid), N.C(C)O (ammonia ethanol). Product: NC1=C2C(C(=CN(C2=CC(=C1F)N1CCN(CC1)C)C1CC1)C(=O)O)=O (5-amino-1-cyclopropyl-6-fluoro-7-(4-methyl-1-piperazinyl)-1,4-dihydro-4-oxoquinoline-3-carboxlic acid). RXN SMILES: [CH:1]1([N:4]2[C:13]3[C:8](=[C:9](F)[C:10]([F:21])=[C:11]([N:14]4[CH2:19][CH2:18][N:17]([CH3:20])[CH2:16][CH2:15]4)[CH:12]=3)[C:7](=[O:23])[C:6]([C:24]([OH:26])=[O:25])=[CH:5]2)[CH2:3][CH2:2]1.[NH3:27].C(O)C>>[NH2:27][C:9]1[C:10]([F:21])=[C:11]([N:14]2[CH2:15][CH2:16][N:17]([CH3:20])[CH2:18][CH2:19]2)[CH:12]=[C:13]2[C:8]=1[C:7](=[O:23])[C:6]([C:24]([OH:26])=[O:25])=[CH:5][N:4]2[CH:1]1[CH2:2][CH2:3]1 |f:1.2|. Procedure: In a sealed tube, 1-cyclopropyl-5,6-difluoro-7-(4-methyl-1-piperazinyl)-1,4-dihydro-4-oxoquinoline-3-carboxylic acid was aminated with ammonia/ethanol as in Example 13 to give 5-amino-1-cyclopropyl-6-fluoro-7-(4-methyl-1-piperazinyl)-1,4-dihydro-4-oxoquinoline-3-carboxlic acid. m.p 216°-218° C. Starting materials: O=C([O-])[O-], CS(C)=O, COc1ccc(O)cc1, Cc1cc([N+](=O)[O-])cc(C)c1Cl, [K+], [K+], O. The product is COc1ccc(Oc2c(C)cc([N+](=O)[O-])cc2C)cc1. RXN SMILES: [C:14](=[O:15])([O-:16])[O-:17].[CH3:1][S:2]([CH3:3])=[O:4].[CH3:5][O:6][c:7]1[cH:8][cH:9][c:10]([OH:13])[cH:11][cH:12]1.[Cl:20][c:21]1[c:22]([CH3:31])[cH:23][c:24]([N+:28](=[O:29])[O-:30])[cH:25][c:26]1[CH3:27].[K+:18].[K+:19].[OH2:32]>>[CH3:5][O:6][c:7]1[cH:8][cH:9][c:10]([O:13][c:21]2[c:22]([CH3:31])[cH:23][c:24]([N+:28](=[O:29])[O-:30])[cH:25][c:26]2[CH3:27])[cH:11][cH:12]1. Reactants: [Li]CCCC (n-BuLi), [NH4+].[Cl-] (NH4Cl), BrC1=CC2=CC=CC=C2C=C1 (2-bromonaphthalene), C1(CCCO1)=O (γ-butyrolactone). The solvent is CCCCCC (hexane), C1CCOC1 (THF). Conditions: temperature -78 celsius, time 30 minute. The product is OCCCC(=O)C1=CC2=CC=CC=C2C=C1 (4-hydroxy-1-(2-naphthyl)-1-butanone). RXN SMILES: Br[C:2]1[CH:11]=[CH:10][C:9]2[C:4](=[CH:5][CH:6]=[CH:7][CH:8]=2)[CH:3]=1.[Li]CCCC.[C:17]1(=[O:22])[O:21][CH2:20][CH2:19][CH2:18]1.[NH4+].[Cl-]>C1COCC1.CCCCCC>[OH:22][CH2:17][CH2:18][CH2:19][C:20]([C:2]1[CH:11]=[CH:10][C:9]2[C:4](=[CH:5][CH:6]=[CH:7][CH:8]=2)[CH:3]=1)=[O:21] |f:3.4|. Procedure details: To a cooled (−78° C.) solution of 2-bromonaphthalene (10.77 g) in THF (150 ml) was added n-BuLi in hexane (1.65M, 36 ml) and the mixture was stirred at −78° C. for 30 minutes. To the solution was added γ-butyrolactone (25 ml) and the mixture was stirred at −78° C. for 1 minute. Aqueous solution of NH4Cl was added and the mixture was extracted with ethyl acetate. The extract was washed with aqueous NH4Cl solution, water and brine, dried and concentrated. The residue was chromatographed on silica ... The reactants are O([C@@H]1[C@H](O)[C@@H](O)[C@@H](O)[C@H](O1)CO)C1=C(C=C(C=C1)C=O)OC (4-formyl-2-methoxyphenyl α-D-galactopyranoside), [I-].C[N+]1=C(C=CC=C1)C (1,2-dimethylpyridinium iodide), C[O-].[Na+] (sodium methoxide). Solvent: CO (methanol). Reaction conditions: time 18 hour. Product: [I-].[C@@H]1([C@H](O)[C@@H](O)[C@@H](O)[C@H](O1)CO)OC1=C(C=C(C=C1)C=CC1=[N+](C=CC=C1)C)OC (2-{2-[4-(β-D-Galactopyranosyloxy)-3-methoxyphenyl]vinyl}-1-methylpyridinium iodide). Isolated yield 54.5%. RXN SMILES: [O:1]([C:13]1[CH:18]=[CH:17][C:16]([CH:19]=O)=[CH:15][C:14]=1[O:21][CH3:22])[C@H:2]1[O:10][C@H:9]([CH2:11][OH:12])[C@H:7]([OH:8])[C@H:5]([OH:6])[C@H:3]1[OH:4].[I-:23].[CH3:24][N+:25]1[CH:30]=[CH:29][CH:28]=[CH:27][C:26]=1[CH3:31].C[O-].[Na+]>CO>[I-:23].[C@@H:2]1([O:1][C:13]2[CH:18]=[CH:17][C:16]([CH:19]=[CH:31][C:26]3[CH:27]=[CH:28][CH:29]=[CH:30][N+:25]=3[CH3:24])=[CH:15][C:14]=2[O:21][CH3:22])[O:10][C@H:9]([CH2:11][OH:12])[C@H:7]([OH:8])[C@H:5]([OH:6])[C@H:3]1[OH:4] |f:1.2,3.4,6.7|. Procedure details: 4-formyl-2-methoxyphenyl β-D-galactopyranoside (1c)(0.12 g, 0.38 mmol), 1,2-dimethylpyridinium iodide (0.12 g, 0.51 mmol) and methanolic sodium methoxide (1M, 0.38 ml, 0.38 mmol) in methanol (10 ml) was carefully heated until the reagents had completely dissolved, after which the reaction mixture was allowed to cool to room temperature. A yellow precipitate started to separate after about 2 h. The reaction mixture was left over-night (18 h), after which the precipitate was filtered off and washe... Starting materials: C1C=CC2C1C3CC2C=C3 (dicyclopentadiene), BrC(C(C=C)(F)F)(F)F (1-bromo-1,1,2,2-tetrafluoro-3-butene). The reagents and catalysts are COC1=CC=C(C=C1)O (4-methoxyphenol). The solvent is C1(=CC=CC=C1)C (toluene). Conditions: temperature 170 celsius, time 5 hour. Product: BrC(C(C1C2C=CC(C1)C2)(F)F)(F)F (1-bromo-1,1,2,2-tetrafluoro-2-(norborn-5-en-2-yl)ethane). The yield is 145.5%. Reaction SMILES: [CH2:1]1[CH:5]2[CH:6]3C=CC([CH:4]2C=[CH:2]1)C3.[Br:11][C:12]([F:19])([F:18])[C:13]([F:17])([F:16])[CH:14]=[CH2:15]>C1(C)C=CC=CC=1.COC1C=CC(O)=CC=1>[Br:11][C:12]([F:19])([F:18])[C:13]([F:17])([F:16])[CH:14]1[CH2:4][CH:5]2[CH2:6][CH:15]1[CH:2]=[CH:1]2. Reported procedure: An autoclave was charged with 108.5 g of dicyclopentadiene and 322.4 g of 1-bromo-1,1,2,2-tetrafluoro-3-butene. A solution of 0.3 g of 4-methoxyphenol dissolved in 5 ml of toluene was added to the autoclave as a polymerization inhibitor and the mixture was stirred for 5 hours at 170° C. The reaction product was purified by distillation under reduced pressure at 85° C. and 25 mmHg to obtain 326 g of 1-bromo-1,1,2,2-tetrafluoro-2-(norborn-5-en-2-yl)ethane as a clear liquid (hereinafter referred to... Reactants: N1=CC=CC=C1 (pyridine), C(CCCC(=O)O)(=O)OC(COC(CCCCCCCCCCCCCCC)=O)COC(CCCCCCCCCCCCCCC)=O (2-hexadecanoyloxy-1-(hexadecanoyloxymethyl)ethyl hydrogen glutarate), S(=O)(Cl)Cl (thionyl chloride), C1=CC(=C(C=C1Cl)O)OC=2C=CC(=CC2Cl)Cl (triclosan), N1=CC=CC=C1 (pyridine). Run in C1CCCCC1 (cyclohexane), C1CCCCC1 (cyclohexane), C1CCCCC1 (cyclohexane). Conditions: temperature 35 celsius, time 1.5 hour. Yields the product C(CCCC(=O)OC(COC(CCCCCCCCCCCCCCC)=O)COC(CCCCCCCCCCCCCCC)=O)(=O)OC1=C(C=CC(=C1)Cl)OC1=C(C=C(C=C1)Cl)Cl (5-chloro-2-(2,4-dichlorophenoxy)phenyl 2-hexadecanoyloxy-1-(hexadecanoyloxymethyl)ethyl glutarate). As a reaction SMILES: N1C=CC=CC=1.[C:7]([O:15][CH:16]([CH2:36][O:37][C:38](=[O:54])[CH2:39][CH2:40][CH2:41][CH2:42][CH2:43][CH2:44][CH2:45][CH2:46][CH2:47][CH2:48][CH2:49][CH2:50][CH2:51][CH2:52][CH3:53])[CH2:17][O:18][C:19](=[O:35])[CH2:20][CH2:21][CH2:22][CH2:23][CH2:24][CH2:25][CH2:26][CH2:27][CH2:28][CH2:29][CH2:30][CH2:31][CH2:32][CH2:33][CH3:34])(=[O:14])[CH2:8][CH2:9][CH2:10][C:11]([OH:13])=[O:12].S(Cl)(Cl)=O.[CH:59]1[C:64]([Cl:65])=[CH:63][C:62](O)=[C:61]([O:67][C:68]2[CH:69]=[CH:70][C:71]([Cl:75])=[CH:72][C:73]=2[Cl:74])[CH:60]=1>C1CCCCC1>[C:11]([O:13][C:62]1[CH:63]=[C:64]([Cl:65])[CH:59]=[CH:60][C:61]=1[O:67][C:68]1[CH:69]=[CH:70][C:71]([Cl:75])=[CH:72][C:73]=1[Cl:74])(=[O:12])[CH2:10][CH2:9][CH2:8][C:7]([O:15][CH:16]([CH2:36][O:37][C:38](=[O:54])[CH2:39][CH2:40][CH2:41][CH2:42][CH2:43][CH2:44][CH2:45][CH2:46][CH2:47][CH2:48][CH2:49][CH2:50][CH2:51][CH2:52][CH3:53])[CH2:17][O:18][C:19](=[O:35])[CH2:20][CH2:21][CH2:22][CH2:23][CH2:24][CH2:25][CH2:26][CH2:27][CH2:28][CH2:29][CH2:30][CH2:31][CH2:32][CH2:33][CH3:34])=[O:14]. Procedure details: A mixture of cyclohexane (60 ml.), pyridine (1.43 ml.) and 2-hexadecanoyloxy-1-(hexadecanoyloxymethyl)ethyl hydrogen glutarate (B) (11.0 g.) was warmed to 35° C. The solution obtained was added dropwise during 45 minutes to a stirred solution of thionyl chloride (1.23 ml.) in cyclohexane (25 ml.) at 35° C. The mixture was then stirred for a further 1.5 hours at 35° C., cooled to 15° C. and a solution of triclosan (4.68 g.) and pyridine (1.56 ml.) in cyclohexane (20 ml.) added during 15 minutes. ... The reactants are COC=1C=C2CCN(C(C2=CC1)=O)C1=CC=C(C=C1)N1CCN(CCC1)C (6-Methoxy-2-[4-(4-methyl-[1,4]diazepan-1-yl)-phenyl]-3,4-dihydro-2H-isoquinolin-1-one), Br (HBr). The product is OC=1C=C2CCN(C(C2=CC1)=O)C1=CC=C(C=C1)N1CCN(CCC1)C (6-Hydroxy-2-[4-(4-methyl-[1,4]diazepan-1-yl)-phenyl]-3,4-dihydro-2H-isoquinolin-1-one). Reaction SMILES: C[O:2][C:3]1[CH:4]=[C:5]2[C:10](=[CH:11][CH:12]=1)[C:9](=[O:13])[N:8]([C:14]1[CH:19]=[CH:18][C:17]([N:20]3[CH2:26][CH2:25][CH2:24][N:23]([CH3:27])[CH2:22][CH2:21]3)=[CH:16][CH:15]=1)[CH2:7][CH2:6]2.Br>>[OH:2][C:3]1[CH:4]=[C:5]2[C:10](=[CH:11][CH:12]=1)[C:9](=[O:13])[N:8]([C:14]1[CH:15]=[CH:16][C:17]([N:20]3[CH2:26][CH2:25][CH2:24][N:23]([CH3:27])[CH2:22][CH2:21]3)=[CH:18][CH:19]=1)[CH2:7][CH2:6]2. Procedure details: 6-Methoxy-2-[4-(4-methyl-[1,4]diazepan-1-yl)-phenyl]-3,4-dihydro-2H-isoquinolin-1-one was reacted with 48% HBr according to Method L1. In this way the product was obtained with molecular weight 351.45 (C21H25N3O2); MS (ESI): 352 (M+H+). The reactants are NC(C(C)N1C(=CC=2C1=NC(=CC2)C(=O)OCC)C(=O)OCC)C (diethyl 1-(3-aminobutan-2-yl)-1H-pyrrolo[2,3-b]pyridine-2,6-dicarboxylate), C([O-])([O-])=O.[K+].[K+] (potassium carbonate). Solvent: C(C)O (ethanol). Conditions: time 64 hour. The product is CC1NC(C=2N(C1C)C1=C(C2)C=CC(=N1)C(=O)O)=O (8,9-Dimethyl-6-oxo-6,7,8,9-tetrahydropyrido[3′,2′:4,5]pyrrolo[1,2-a]pyrazine-2-carboxylic acid). Isolated yield 67.1%. Reaction SMILES: [NH2:1][CH:2]([CH3:24])[CH:3]([N:5]1[C:9]2=[N:10][C:11]([C:14]([O:16]CC)=[O:15])=[CH:12][CH:13]=[C:8]2[CH:7]=[C:6]1[C:19](OCC)=[O:20])[CH3:4].C(=O)([O-])[O-].[K+].[K+]>C(O)C>[CH3:24][CH:2]1[CH:3]([CH3:4])[N:5]2[C:9]3[N:10]=[C:11]([C:14]([OH:16])=[O:15])[CH:12]=[CH:13][C:8]=3[CH:7]=[C:6]2[C:19](=[O:20])[NH:1]1 |f:1.2.3|. Procedure: To a solution of diethyl 1-(3-aminobutan-2-yl)-1H-pyrrolo[2,3-b]pyridine-2,6-dicarboxylate (3.83 g, 11.5 mmol) in ethanol (45 mL) is added potassium carbonate (4.76 g, 34.5 mmol). The mixture is stirred at room temperature for 64 h. The ethanol is removed in vacuo and the aqueous mixture is acidified to pH 6 with 1N aqueous HCl. The resulting solid is collected by filtration and dried in vacuo to afford the title compound as a white solid (2.00 g, 54%). LCMS: 260.67 (M+H+).